Dataset: the Open Reaction Database (ORD), a public repository of structured organic reaction records. Task: describe an organic reaction: reactants, conditions, products, and yield Reactants: NC1=NC(=C(C(=N1)OCC1=CC=C(C=C1)CNC(C(F)(F)F)=O)N=O)N (2,6-Diamino-5-nitroso-4-[4-(2,2,2-trifluoro-acetylamino-methyl)-benzyloxy]-pyrimidine), C1(=CC=CC=C1)P(C1=CC=CC=C1)C1=CC=CC=C1 (triphenylphosphine). Solvent: CC=1C=CC=CC1C (o-xylene). Product: NC1=NC(=C(C(=N1)OCC1=CC=C(C=C1)CNC(C(F)(F)F)=O)N)N (2,5,6-Triamino-4-[4-(2,2,2-trifluoro-acetylamino-methyl)-benzyloxy]-pyrimidine). RXN SMILES: [NH2:1][C:2]1[N:7]=[C:6]([O:8][CH2:9][C:10]2[CH:15]=[CH:14][C:13]([CH2:16][NH:17][C:18](=[O:23])[C:19]([F:22])([F:21])[F:20])=[CH:12][CH:11]=2)[C:5]([N:24]=O)=[C:4]([NH2:26])[N:3]=1.C1(P(C2C=CC=CC=2)C2C=CC=CC=2)C=CC=CC=1>CC1C=CC=CC=1C>[NH2:1][C:2]1[N:7]=[C:6]([O:8][CH2:9][C:10]2[CH:11]=[CH:12][C:13]([CH2:16][NH:17][C:18](=[O:23])[C:19]([F:22])([F:20])[F:21])=[CH:14][CH:15]=2)[C:5]([NH2:24])=[C:4]([NH2:26])[N:3]=1. Procedure details: 2,6-Diamino-5-nitroso-4-[4-(2,2,2-trifluoro-acetylamino-methyl)-benzyloxy]-pyrimidine (1.22 g, 3.3 mmol) and triphenylphosphine (1.89 g, 7 mmol) in 20 mL o-xylene are heated to reflux for 1 h. After cooling to room temperature the solvent is removed in vacuo and the remaining residue redissolved in methanol. The residue is adsorbed on SiO2 and purified by flash column chromatography (CH2Cl2/methanol 95:5 to 5:1) to yield the title compound. Reactants: Cc1ccccc1, COc1cc(C(=O)O)ccc1C, O=S(Cl)Cl. The product is COc1cc(C(=O)Cl)ccc1C. Reaction SMILES: [CH3:17][c:18]1[cH:19][cH:20][cH:21][cH:22][cH:23]1.[CH3:1][O:2][c:3]1[cH:4][c:5]([C:6](=[O:7])[OH:8])[cH:9][cH:10][c:11]1[CH3:12].[S:13]([Cl:14])([Cl:15])=[O:16]>>[CH3:1][O:2][c:3]1[cH:4][c:5]([C:6](=[O:7])[Cl:15])[cH:9][cH:10][c:11]1[CH3:12]. Starting materials: CC(C)(C)OC(=O)N, C1=CC(=C(C=C1Br)F)C=O. The reagents and catalysts are C(=O)([O-])[O-].[Cs+].[Cs+], C1=CC=C(C=C1)P(C2=CC=CC=C2)C3=C(C4=CC=CC=C4C=C3)C5=C(C=CC6=CC=CC=C65)P(C7=CC=CC=C7)C8=CC=CC=C8, C1=CC=C(C=C1)/C=C/C(=O)/C=C/C2=CC=CC=C2.C1=CC=C(C=C1)/C=C/C(=O)/C=C/C2=CC=CC=C2.[Pd]. The solvent is CC1=CC=CC=C1. Reaction conditions: temperature 100 celsius. Yields the product CC(C)(C)OC(=O)NC1=CC(=C(C=C1)C=O)F. Yield: 83.6%. Reported procedure: A solution of 4-bromo-2-fluorobenzaldehyde (0.670 g, 3.30 mmol) dissolved in toluene (10 mL) was treated with tert-butyl carbamate (0.464 g, 3.96 mmol), rac-2,2'-Bis(diphenylphosphino)-1,1'-binaphthyl (0.164 g, 0.26 mmol), Bis(dibenzylideneacetone)palladium (0.076 g, 0.13 mmol) and cesium carbonate (1.527 g, 4.69 mmol) under nitrogen. The mixture was degassed under vacuum several times before heating at 100 °C for 24 hours. Reaction incomplete so heated for further 10 hours. The reaction mixture... The reactants are ClC1=C(C(=O)Cl)C=CC=C1 (2-chlorobenzoyl chloride), ClC1=NC=C(C=C1)C#N (2-chloro-5-(cyano)pyridine), ClC1=C(C=CC(=C1)Cl)C1=NC(=NC=C1C=1NC=CN1)NCCNC1=NC=C(C=C1)[N+](=O)[O-] ([4-(2,4-dichlorophenyl)-5-imidazol-2-ylpyrimidin-2-yl]{2-[(5-nitro(2-pyridyl))amino]ethyl}amine). Yields the product ClC1=C(C=CC=C1)C1=NC(=NC=C1C=1NC=CN1)NCCNC1=CC=C(C=N1)C#N (6-[(2-{[4-(2-chlorophenyl)-5-imidazol-2-ylpyrimidin-2-yl]amino}ethyl)amino]-pyridine-3-carbonitrile). RXN SMILES: ClC1C=CC=CC=1C(Cl)=O.Cl[C:12]1[CH:17]=[CH:16][C:15]([C:18]#[N:19])=[CH:14][N:13]=1.[Cl:20][C:21]1[CH:26]=[C:25](Cl)[CH:24]=[CH:23][C:22]=1[C:28]1[C:33]([C:34]2[NH:35][CH:36]=[CH:37][N:38]=2)=[CH:32][N:31]=[C:30]([NH:39][CH2:40][CH2:41][NH:42]C2C=CC([N+]([O-])=O)=CN=2)[N:29]=1>>[Cl:20][C:21]1[CH:26]=[CH:25][CH:24]=[CH:23][C:22]=1[C:28]1[C:33]([C:34]2[NH:38][CH:37]=[CH:36][N:35]=2)=[CH:32][N:31]=[C:30]([NH:39][CH2:40][CH2:41][NH:42][C:12]2[N:13]=[CH:14][C:15]([C:18]#[N:19])=[CH:16][CH:17]=2)[N:29]=1. Reported procedure: 6-[(2-{[4-(2-chlorophenyl)-5-imidazol-2-ylpyrimidin-2-yl]amino}ethyl)amino]-pyridine-3-carbonitrile was prepared from 2-chlorobenzoyl chloride and 2-chloro-5-(cyano)pyridine using the general method for [4-(2,4-dichlorophenyl)-5-imidazol-2-ylpyrimidin-2-yl]{2-[(5-nitro(2-pyridyl))amino]ethyl}amine. The reactants are FC1=CC=C(C(=O)C2=CC=C3N2CCCC3C(=O)OC(C)C)C=C1 (isopropyl 3-p-fluorobenzoyl-5,6,7,8-tetrahydropyrrolo[1,2-a]pyridine-8-carboxylate), [OH-].[Na+] (sodium hydroxide). Solvent: CO (methanol), O (water). Product: FC1=CC=C(C(=O)C2=CC=C3N2CCCC3C(=O)O)C=C1 (3-p-fluorobenzoyl-5,6,7,8-tetrahydropyrrolo[1,2-a]pyridine-8-carboxylic acid). RXN SMILES: [F:1][C:2]1[CH:24]=[CH:23][C:5]([C:6]([C:8]2[N:12]3[CH2:13][CH2:14][CH2:15][CH:16]([C:17]([O:19]C(C)C)=[O:18])[C:11]3=[CH:10][CH:9]=2)=[O:7])=[CH:4][CH:3]=1.[OH-].[Na+]>CO.O>[F:1][C:2]1[CH:24]=[CH:23][C:5]([C:6]([C:8]2[N:12]3[CH2:13][CH2:14][CH2:15][CH:16]([C:17]([OH:19])=[O:18])[C:11]3=[CH:10][CH:9]=2)=[O:7])=[CH:4][CH:3]=1 |f:1.2|. Procedure details: A solution of isopropyl 3-p-fluorobenzoyl-5,6,7,8-tetrahydropyrrolo[1,2-a]pyridine-8-carboxylate in methanol is treated under an atmosphere of nitrogen with a solution of sodium hydroxide in water, maintaining the reaction mixture at room temperature for 1.5 hours. The methanol is then removed under reduced pressure and the basic solution which remains is diluted with water and extracted with ether to remove any unsaponifiable product. The aqueous solution is acidified with 10% hydrochloric acid... Starting materials: C([O-])(O)=O.[Na+] (sodium bicarbonate), [Si](C)(C)(C(C)(C)C)OC1=CC=C(C=C1)N(C(=O)C1=C(N(C(=C1)C1=C(C=CC(=C1)Cl)C(=O)N1CC2=CC=CC=C2C[C@H]1COCCN1CCOCC1)C)C)C1=CC=CC=C1 (N-(4-{[tert-Butyl(dimethyl)silyl]oxy}phenyl)-5-(5-chloro-2-{[(3S)-3-{[2-(morpholin-4-yl)ethoxy]methyl}-3,4-dihydroisoquinolin-2(1H)-yl]carbonyl}phenyl)-1,2-dimethyl-N-phenyl-1H-pyrrole-3-carboxamide), solution, [OH-].[K+] (potassium hydroxide). The solvent is CO (methanol), CO (methanol). Conditions: time 10 minute. The product is Cl.ClC=1C=CC(=C(C1)C1=CC(=C(N1C)C)C(=O)N(C1=CC=CC=C1)C1=CC=C(C=C1)O)C(=O)N1CC2=CC=CC=C2C[C@H]1COCCN1CCOCC1 (5-(5-Chloro-2-{[(3S)-3-{[2-(morpholin-4-yl)ethoxy]methyl}-3,4-dihydroisoquinolin-2(1H)-yl]carbonyl}phenyl)-N-(4-hydroxyphenyl)-1,2-dimethyl-N-phenyl-1H-pyrrole-3-carboxamide hydrochloride). Isolated yield 168.9%. As a reaction SMILES: [Si]([O:8][C:9]1[CH:14]=[CH:13][C:12]([N:15]([C:54]2[CH:59]=[CH:58][CH:57]=[CH:56][CH:55]=2)[C:16]([C:18]2[CH:22]=[C:21]([C:23]3[CH:28]=[C:27]([Cl:29])[CH:26]=[CH:25][C:24]=3[C:30]([N:32]3[C@H:41]([CH2:42][O:43][CH2:44][CH2:45][N:46]4[CH2:51][CH2:50][O:49][CH2:48][CH2:47]4)[CH2:40][C:39]4[C:34](=[CH:35][CH:36]=[CH:37][CH:38]=4)[CH2:33]3)=[O:31])[N:20]([CH3:52])[C:19]=2[CH3:53])=[O:17])=[CH:11][CH:10]=1)(C(C)(C)C)(C)C.[OH-].[K+].C(=O)(O)[O-].[Na+]>CO>[ClH:29].[Cl:29][C:27]1[CH:26]=[CH:25][C:24]([C:30]([N:32]2[C@H:41]([CH2:42][O:43][CH2:44][CH2:45][N:46]3[CH2:51][CH2:50][O:49][CH2:48][CH2:47]3)[CH2:40][C:39]3[C:34](=[CH:35][CH:36]=[CH:37][CH:38]=3)[CH2:33]2)=[O:31])=[C:23]([C:21]2[N:20]([CH3:52])[C:19]([CH3:53])=[C:18]([C:16]([N:15]([C:12]3[CH:11]=[CH:10][C:9]([OH:8])=[CH:14][CH:13]=3)[C:54]3[CH:55]=[CH:56][CH:57]=[CH:58][CH:59]=3)=[O:17])[CH:22]=2)[CH:28]=1 |f:1.2,3.4,6.7|. Reported procedure: To a solution of 0.7 g of the compound of Step D in 5 mL of methanol there is added 0.92 mL of a 1M solution of potassium hydroxide in methanol. After stirring for 1 hour 10 minutes at ambient temperature, saturated aqueous sodium bicarbonate solution is added. The product which precipitates is extracted with ethyl acetate and then washed with water and brine. The resulting aqueous phases are extracted again with ethyl acetate. The organic phases thereby obtained are dried over Na2SO4, filtered ...